Dataset: the Open Reaction Database (ORD), a public repository of structured organic reaction records. Task: describe an organic reaction: reactants, conditions, products, and yield As a reaction SMILES: [F:1][C:2]1[CH:34]=[C:33]([F:35])[CH:32]=[CH:31][C:3]=1[CH2:4][N:5]([CH2:16][C:17]1[CH:30]=[CH:29][C:20]([O:21][C:22]2[CH:23]=[C:24]([OH:28])[CH:25]=[CH:26][CH:27]=2)=[CH:19][CH:18]=1)[C:6]1[CH:11]=[CH:10][CH:9]=[C:8]([N+:12]([O-:14])=[O:13])[C:7]=1[CH3:15].Br[CH2:37][CH2:38][CH2:39][CH2:40][C:41]([O:43][CH2:44][CH3:45])=[O:42]>>[F:1][C:2]1[CH:34]=[C:33]([F:35])[CH:32]=[CH:31][C:3]=1[CH2:4][N:5]([CH2:16][C:17]1[CH:30]=[CH:29][C:20]([O:21][C:22]2[CH:23]=[C:24]([CH:25]=[CH:26][CH:27]=2)[O:28][CH2:37][CH2:38][CH2:39][CH2:40][C:41]([O:43][CH2:44][CH3:45])=[O:42])=[CH:19][CH:18]=1)[C:6]1[CH:11]=[CH:10][CH:9]=[C:8]([N+:12]([O-:14])=[O:13])[C:7]=1[CH3:15]. Procedure details: The product from Example 120B and ethyl 5-bromovalerate were processed as described in Example 116A to provide the title compound. The product is FC1=C(CN(C2=C(C(=CC=C2)[N+](=O)[O-])C)CC2=CC=C(OC=3C=C(OCCCCC(=O)OCC)C=CC3)C=C2)C=CC(=C1)F (ethyl 5-[3-(4-{[(2,4-difluorobenzyl)(2-methyl-3-nitrophenyl)amino]methyl}phenoxy)phenoxy]pentanoate). The reactants are FC1=C(CN(C2=C(C(=CC=C2)[N+](=O)[O-])C)CC2=CC=C(OC=3C=C(C=CC3)O)C=C2)C=CC(=C1)F (3-(4-{[(2,4-difluorobenzyl)(2-methyl-3-nitrophenyl)amino]methyl}phenoxy)phenol), BrCCCCC(=O)OCC (ethyl 5-bromovalerate). Starting materials: [N+](=O)([O-])C1=C(C(=O)O)C=C(C=C1)Cl (2-nitro-5-chlorobenzoic acid), CC1CNCC(O1)C (2,6-dimethylmorpholine). The solvent is C(C)(=O)OCC (ethyl acetate). Conditions: temperature 120 celsius, time 6 hour. The product is [N+](=O)([O-])C1=C(C(=O)O)C=C(C=C1)N1CC(OC(C1)C)C (2-Nitro-5-(2,6-dimethylmorpholin-4-yl)benzoic acid). As a reaction SMILES: [N+:1]([C:4]1[CH:12]=[CH:11][C:10](Cl)=[CH:9][C:5]=1[C:6]([OH:8])=[O:7])([O-:3])=[O:2].[CH3:14][CH:15]1[O:20][CH:19]([CH3:21])[CH2:18][NH:17][CH2:16]1>C(OCC)(=O)C>[N+:1]([C:4]1[CH:12]=[CH:11][C:10]([N:17]2[CH2:16][CH:15]([CH3:14])[O:20][CH:19]([CH3:21])[CH2:18]2)=[CH:9][C:5]=1[C:6]([OH:8])=[O:7])([O-:3])=[O:2]. Procedure: The mixture of 5 g 2-nitro-5-chlorobenzoic acid and 15 ml 2,6-dimethylmorpholine is stirred at 120° C. for 6 hours. To the reaction mixture 150 ml of ethyl acetate is added. The precipitated yellow crystalline material is filtered off, dissolved in 15 ml water. The pH of the mixture is set to 6 with acetic acid. The precipitated material is filtered off, washed with water and dried, to obtain 4.2 g of the title compound (MH+:281).